Dataset: the Open Reaction Database (ORD), a public repository of structured organic reaction records. Task: describe an organic reaction: reactants, conditions, products, and yield The reactants are BrC1=CC=C2C=NC(=NN21)SC (7-Bromo-2-methylsulfanyl-pyrrolo[2,1-f][1,2,4]triazine), C(Cl)Cl (DCM), COC=1C(=NC=CC1)[Sn](CCCC)(CCCC)CCCC (3-Methoxy-2-tributylstannanyl-pyridine), CO (MeOH). Reagents/catalysts: C=1C=CC(=CC1)[P](C=2C=CC=CC2)(C=3C=CC=CC3)[Pd]([P](C=4C=CC=CC4)(C=5C=CC=CC5)C=6C=CC=CC6)([P](C=7C=CC=CC7)(C=8C=CC=CC8)C=9C=CC=CC9)[P](C=1C=CC=CC1)(C=1C=CC=CC1)C=1C=CC=CC1 (Tetrakis(triphenylphosphine)palladium(0)), CC(C)([P](C(C)(C)C)([Pd][P](C(C)(C)C)(C(C)(C)C)C(C)(C)C)C(C)(C)C)C (Bis(tri-tert-butylphosphine)palladium). The solvent is CN(C=O)C (N,N-Dimethylformamide). Conditions: temperature 80 celsius, time 8 hour. The product is COC=1C(=NC=CC1)C1=CC=C2C=NC(=NN21)SC (7-(3-Methoxy-pyridin-2-yl)-2-methylsulfanyl-pyrrolo[2,1-f][1,2,4]triazine). The yield is 34.2%. RXN SMILES: [CH3:1][O:2][C:3]1[C:4]([Sn](CCCC)(CCCC)CCCC)=[N:5][CH:6]=[CH:7][CH:8]=1.Br[C:23]1[N:31]2[C:26]([CH:27]=[N:28][C:29]([S:32][CH3:33])=[N:30]2)=[CH:25][CH:24]=1.CO.C(Cl)Cl>CN(C)C=O.C1C=CC([P]([Pd]([P](C2C=CC=CC=2)(C2C=CC=CC=2)C2C=CC=CC=2)([P](C2C=CC=CC=2)(C2C=CC=CC=2)C2C=CC=CC=2)[P](C2C=CC=CC=2)(C2C=CC=CC=2)C2C=CC=CC=2)(C2C=CC=CC=2)C2C=CC=CC=2)=CC=1.CC(C)([P](C(C)(C)C)([Pd][P](C(C)(C)C)(C(C)(C)C)C(C)(C)C)C(C)(C)C)C>[CH3:1][O:2][C:3]1[C:4]([C:23]2[N:31]3[C:26]([CH:27]=[N:28][C:29]([S:32][CH3:33])=[N:30]3)=[CH:25][CH:24]=2)=[N:5][CH:6]=[CH:7][CH:8]=1 |^1:47,49,68,87,123,129|. Procedure: 3-Methoxy-2-tributylstannanyl-pyridine (1.31 g, 3.29 mmol) was dissolved in N,N-Dimethylformamide (15 mL), 7-Bromo-2-methylsulfanyl-pyrrolo[2,1-f][1,2,4]triazine (0.504 g, 2.06 mmol) and Tetrakis(triphenylphosphine)palladium(0) (161 mg, 0.139 mmol) were added, and the mixture was degassed under vacuum, then under an atmosphere of Nitrogen, was heated in a block at 80° C. for 8 h, then 110 C overnight. Bis(tri-tert-butylphosphine)palladium (45 mg, 0.088 mmol) was added and heating was continued a... Reactants: [H-].[Na+] (sodium hydride), ClC=1C=C(C=CC1Cl)S(=O)(=O)NOC (3,4-dichloro-N-methoxybenzenesulfonamide), O (water), ClC=1C=C(C=CC1F)[N+](=O)[O-] (3-chloro-4-fluoronitrobenzene). Run in CN(C)C=O (DMF). Product: CON(C1=C(C=C(C=C1)[N+](=O)[O-])Cl)S(=O)(=O)C1=CC(=C(C=C1)Cl)Cl (N-methoxy-4′-nitro-2′,3,4-trichlorobenzenesulfonanilide). The yield is 68.4%. Reaction SMILES: [H-].[Na+].[Cl:3][C:4]1[CH:5]=[C:6]([S:11]([NH:14][O:15][CH3:16])(=[O:13])=[O:12])[CH:7]=[CH:8][C:9]=1[Cl:10].[Cl:17][C:18]1[CH:19]=[C:20]([N+:25]([O-:27])=[O:26])[CH:21]=[CH:22][C:23]=1F.O>CN(C=O)C>[CH3:16][O:15][N:14]([S:11]([C:6]1[CH:7]=[CH:8][C:9]([Cl:10])=[C:4]([Cl:3])[CH:5]=1)(=[O:12])=[O:13])[C:23]1[CH:22]=[CH:21][C:20]([N+:25]([O-:27])=[O:26])=[CH:19][C:18]=1[Cl:17] |f:0.1|. Procedure: To a suspension of sodium hydride (60%, 0.09 g (2.25 mmol)) in 3.0 ml of DMF, 3,4-dichloro-N-methoxybenzenesulfonamide (0.56 g (2.19 mmol)) was added with stirring under cooling with ice. To the resulting mixture, after 15 minutes' stirring under cooling with ice, 3-chloro-4-fluoronitrobenzene (0.35 ml (1.99 mmol)) was added and the mixture was stirred for one hour under cooling with ice and 3 hours at room temperature. Then, water was added to the reaction mixture and the resulting mixture was ... Starting materials: C(C)OC(=O)/C(=C/C1=NC2=CC=C(C=C2C(=N1)NCC1=CC2=C(C=C1)OCO2)Cl)/C ((E)-2-(2-ethoxycarbonylpropenyl)-4-(3,4-methylenedioxybenzyl)amino-6-chloroquinazoline), Cl (hydrochloric acid), aqueous solution, [OH-].[Na+] (sodium hydroxide). Run in O1CCCC1 (tetrahydrofuran), C(C)O (ethanol). Product: C(=O)(O)/C(=C/C1=NC2=CC=C(C=C2C(=N1)NCC1=CC2=C(C=C1)OCO2)Cl)/C (E-2-(2-Carboxy-1propenyl)-4-(3,4-methylenedioxybenzyl)amino-6-chloroquinazoline). Yield: 92.9%. As a reaction SMILES: C([O:3][C:4](/[C:6](/[CH3:30])=[CH:7]/[C:8]1[N:17]=[C:16]([NH:18][CH2:19][C:20]2[CH:25]=[CH:24][C:23]3[O:26][CH2:27][O:28][C:22]=3[CH:21]=2)[C:15]2[C:10](=[CH:11][CH:12]=[C:13]([Cl:29])[CH:14]=2)[N:9]=1)=[O:5])C.[OH-].[Na+].Cl>O1CCCC1.C(O)C>[C:4](/[C:6](/[CH3:30])=[CH:7]/[C:8]1[N:17]=[C:16]([NH:18][CH2:19][C:20]2[CH:25]=[CH:24][C:23]3[O:26][CH2:27][O:28][C:22]=3[CH:21]=2)[C:15]2[C:10](=[CH:11][CH:12]=[C:13]([Cl:29])[CH:14]=2)[N:9]=1)([OH:5])=[O:3] |f:1.2|. Procedure details: 1.00 g (0.0023 mol) of (E)-2-(2-ethoxycarbonylpropenyl)-4-(3,4-methylenedioxybenzyl)amino-6-chloroquinazoline was dissolved in a mixture comprising 5 ml of tetrahydrofuran and 20 ml of ethanol, followed by the addition of 20 ml of a 1N aqueous solution of sodium hydroxide. The obtained mixture was stirred at room temperature for several hours, neutralized with 20 ml of 1N hydrochloric acid and concentrated under a reduced pressure. The crystal thus formed was recovered by filtration, washed with... Starting materials: C(C1=CC=CC=C1)OC=1C(=CC(=C2N=CC(=NC12)CN(C)C)Cl)Cl ((8-benzyloxy-5,7-dichloro-quinoxalin-2-ylmethyl)dimethylamine). The solvent is Cl (HCl). Yields the product Cl.ClC1=C(C=2N=C(C=NC2C(=C1)Cl)CN(C)C)O (6,8-Dichloro-3-(dimethylaminomethyl)quinoxalin-5-ol hydrochloride). Isolated yield 166.7%. RXN SMILES: C([O:8][C:9]1[C:10]([Cl:24])=[CH:11][C:12]([Cl:23])=[C:13]2[C:18]=1[N:17]=[C:16]([CH2:19][N:20]([CH3:22])[CH3:21])[CH:15]=[N:14]2)C1C=CC=CC=1>Cl>[ClH:23].[Cl:24][C:10]1[CH:11]=[C:12]([Cl:23])[C:13]2[N:14]=[CH:15][C:16]([CH2:19][N:20]([CH3:21])[CH3:22])=[N:17][C:18]=2[C:9]=1[OH:8] |f:2.3|. Procedure: A solution of (8-benzyloxy-5,7-dichloro-quinoxalin-2-ylmethyl)dimethylamine (38 mg, 0.105 mmol) in conc HCl (2 mL) was stirred at room temperature for 16 h. The orange solution was concentrated to dryness and the remaining residue was washed with diethyl ether (2 ml×3) to give the desired product as a light yellow solid (27 mg, 83%). Reactants: N1(CCCCC1)CCN (2-piperidin-1-yl-ethylamine), C(C)OC(=O)C=1C(C2=C(N=C(N=C2)S(=O)(=O)C)N(C1)C1CCCCC1)=O (8-cyclohexyl-2-methanesulfonyl-5-oxo-5,8-dihydro-pyrido[2,3-d]pyrimidine-6-carboxylic acid ethyl ester). Product: C(C)OC(=O)C=1C(C2=C(N=C(N=C2)NCCN2CCCCC2)N(C1)C1CCCCC1)=O (8-Cyclohexyl-5-oxo-2-(2-piperidin-1-yl-ethylamino)-5,8-dihydro-pyrido[2,3-d]pyrimidine-6-carboxylic acid ethyl ester), solid. Yield: 80.0%. As a reaction SMILES: [N:1]1([CH2:7][CH2:8][NH2:9])[CH2:6][CH2:5][CH2:4][CH2:3][CH2:2]1.[CH2:10]([O:12][C:13]([C:15]1[C:16](=[O:35])[C:17]2[CH:22]=[N:21][C:20](S(C)(=O)=O)=[N:19][C:18]=2[N:27]([CH:29]2[CH2:34][CH2:33][CH2:32][CH2:31][CH2:30]2)[CH:28]=1)=[O:14])[CH3:11]>>[CH2:10]([O:12][C:13]([C:15]1[C:16](=[O:35])[C:17]2[CH:22]=[N:21][C:20]([NH:9][CH2:8][CH2:7][N:1]3[CH2:6][CH2:5][CH2:4][CH2:3][CH2:2]3)=[N:19][C:18]=2[N:27]([CH:29]2[CH2:34][CH2:33][CH2:32][CH2:31][CH2:30]2)[CH:28]=1)=[O:14])[CH3:11]. Procedure details: Using the procedure outlined in Example 28 Step F, the title compound was prepared from 2-piperidin-1-yl-ethylamine and 8-cyclohexyl-2-methanesulfonyl-5-oxo-5,8-dihydro-pyrido[2,3-d]pyrimidine-6-carboxylic acid ethyl ester (25 mg, 0.06 mmol). 8-Cyclohexyl-5-oxo-2-(2-piperidin-1-yl-ethylamino)-5,8-dihydro-pyrido[2,3-d]pyrimidine-6-carboxylic acid ethyl ester was obtained as a white solid (20 mg, 80%). Mass Spectrum (LCMS, ESI pos.) Calcd. For C23H33N5O3: 428.26 (M+H). Found: 428.3.